From a dataset of the Open Reaction Database (ORD), a public repository of structured organic reaction records. describe an organic reaction: reactants, conditions, products, and yield Starting materials: CCCCCCCCCCCCC[N+](C)(C)CC=1C=CC=CC1.[Cl-] (benzalkonium chloride), [OH-].[Na+] (NaOH), C(C(O)C)(=O)[O-].[NH4+] (ammonium lactate), GS115-MSP10. Run at temperature 5 celsius, time 3 hour. Yields the product C(C(=O)C)(=O)[O-] (pyruvate), C(C)(=O)[O-] (acetate). RXN SMILES: [C:1]([O-:6])(=[O:5])[CH:2]([CH3:4])[OH:3].[NH4+].CCCCCCCCCCCCC[N+](CC1C=CC=CC=1)(C)C.[Cl-].[OH-].[Na+]>>[C:1]([O-:6])(=[O:5])[C:2]([CH3:4])=[O:3].[C:1]([O-:6])(=[O:5])[CH3:2] |f:0.1,2.3,4.5|. Reported procedure: A fermentation broth containing 109.9 g/L of ammonium lactate (97.8% L-lactate, 2.2% D-lactate), 0.8 g/L acetate, and 2.8 g/L maltose was centrifuged to remove particulate matter, then filtered through a 0.45 mm filter. The concentration of ammonium lactate in the resulting solution was 1.10M (117.6 g/L determined by HPLC analysis). Into a 300-mL EZE-Seal stirred autoclave reactor equipped with Dispersimax Impeller (Autoclave Engineers) was placed 45 mL of the 1.10M filtered fermentation broth, ...